From a dataset of the Open Reaction Database (ORD), a public repository of structured organic reaction records. describe an organic reaction: reactants, conditions, products, and yield Reactants: COC1=C(C2=CC=CC=C2C=C1)OC (dimethoxynaphthalene), C(C)O (ethanol), [Na] (sodium). Solvent: O (water). Yields the product COC1=C2CC=CCC2=C(C=C1)OC (5,8-dimethoxy-1,4-dihydronaphthalene). As a reaction SMILES: CO[C:3]1[CH:12]=[CH:11][C:10]2[C:5](=[CH:6][CH:7]=[CH:8][CH:9]=2)[C:4]=1[O:13][CH3:14].[Na].[CH2:16]([OH:18])C>O>[CH3:14][O:13][C:4]1[CH:3]=[CH:12][C:11]([O:18][CH3:16])=[C:10]2[C:5]=1[CH2:6][CH:7]=[CH:8][CH2:9]2 |^1:14|. Procedure: The dimethoxynaphthalene compound (66.5 mmol) was dissolved in 120 ml of ethanol. The resulting mixture was heated to reflux under nitrogen, and 11.7 g (0.51 mol) of sodium were added in portions. Stirring at reflux under nitrogen was continued until all of the solid had dissolved. The mixture then was stirred for 15 minutes at room temperature then cautiously diluted with 50 ml of water. The mixture was evaporated in vacuo to remove ethanol, and the remainder was diluted with water and extracte... Starting materials: [N+](=O)([O-])C1=CC=C(C=C1)C1=CC=C(O1)C#N (5-(p-nitrophenyl)-2-furonitrile), Cl.NO (hydroxylamine hydrochloride), [OH-].[K+] (KOH). Solvent: C(C)O (ethanol). Product: [N+](=O)([O-])C1=CC=C(C=C1)C1=CC=C(O1)C(N)=NO (5-(p-Nitrophenyl)-2-furamidoxime). Reaction SMILES: [N+:1]([C:4]1[CH:9]=[CH:8][C:7]([C:10]2[O:14][C:13]([C:15]#[N:16])=[CH:12][CH:11]=2)=[CH:6][CH:5]=1)([O-:3])=[O:2].Cl.[NH2:18][OH:19].[OH-].[K+]>C(O)C>[N+:1]([C:4]1[CH:9]=[CH:8][C:7]([C:10]2[O:14][C:13]([C:15](=[N:18][OH:19])[NH2:16])=[CH:12][CH:11]=2)=[CH:6][CH:5]=1)([O-:3])=[O:2] |f:1.2,3.4|. Reported procedure: A mixture of 97 g (0.45 mole) of 5-(p-nitrophenyl)-2-furonitrile, 34 g (0.49 mole) of hydroxylamine hydrochloride, 27 g (0.49 mole) of KOH and 1450 ml of absolute ethanol was refluxed for one hour, cooled and filtered. The solid was stirred in dilute HCl/H2O, and was filtered and air dried to yield 86 g (67%). An analytical sample was prepared by drying a sample in the vacuum pistol at room temperature, m.p. 230°. Reactants: [N+](=O)([O-])C1=C(C(CN2C(C(CN(C3=C2C=CC=C3)C(C(C)(C)C)=O)NC(=O)NC3=CC(=CC=C3)C(=O)OCC)=O)=O)C=CC=C1 (1-[1-(2-nitrophenacyl)-2-oxo-5-pivaloyl-1,3,4,5-tetrahydro-2H-1,5-benzodiazepin-3-yl]-3-(3-ethoxycarbonylphenyl)urea). The reagents and catalysts are [C].[Pd] (palladium carbon). Solvent: CCO (Etanol). Reaction conditions: time 3 hour. Product: NC1=C(C(CN2C(C(CN(C3=C2C=CC=C3)C(C(C)(C)C)=O)NC(=O)NC3=CC(=CC=C3)C(=O)OCC)=O)=O)C=CC=C1 (1-[1-(2-aminophenacyl)-2-oxo-5-pivaloyl-1,3,4,5-tetrahydro-2H-1,5-benzodiazepin-3-yl]-3-(3-ethoxycarbonylphenyl)urea). Isolated yield 42.0%. Reaction SMILES: [N+:1]([C:4]1[CH:45]=[CH:44][CH:43]=[CH:42][C:5]=1[C:6](=[O:41])[CH2:7][N:8]1[C:14]2[CH:15]=[CH:16][CH:17]=[CH:18][C:13]=2[N:12]([C:19](=[O:24])[C:20]([CH3:23])([CH3:22])[CH3:21])[CH2:11][CH:10]([NH:25][C:26]([NH:28][C:29]2[CH:34]=[CH:33][CH:32]=[C:31]([C:35]([O:37][CH2:38][CH3:39])=[O:36])[CH:30]=2)=[O:27])[C:9]1=[O:40])([O-])=O>[C].[Pd].CCO>[NH2:1][C:4]1[CH:45]=[CH:44][CH:43]=[CH:42][C:5]=1[C:6](=[O:41])[CH2:7][N:8]1[C:14]2[CH:15]=[CH:16][CH:17]=[CH:18][C:13]=2[N:12]([C:19](=[O:24])[C:20]([CH3:23])([CH3:21])[CH3:22])[CH2:11][CH:10]([NH:25][C:26]([NH:28][C:29]2[CH:34]=[CH:33][CH:32]=[C:31]([C:35]([O:37][CH2:38][CH3:39])=[O:36])[CH:30]=2)=[O:27])[C:9]1=[O:40] |f:1.2|. Procedure: Etanol (20 ml) and 10% palladium carbon (70 mg) were added to 1-[1-(2-nitrophenacyl)-2-oxo-5-pivaloyl-1,3,4,5-tetrahydro-2H-1,5-benzodiazepin-3-yl]-3-(3-ethoxycarbonylphenyl)urea (700 mg), the mixture was stirred at room temperature under hydrogen atmosphere for 3 hours. The reaction mixture was filtrated and the filtrate was concentrated under reduced pressure, to thereby to obtain 280 mg of the title compound as colorless oil. Starting materials: COC1=C2C(=NC(NC2=CC=C1OC)=O)C(F)(F)F (5,6-dimethoxy-4-trifluoromethyl-2(1H)quinazolinone), COC1=C2C(NC(NC2=CC=C1OC)=O)C(F)(F)F (3,4-dihydro-5,6-dimethoxy-4-trifluoromethyl-2(1H)quinazolinone), COC1=C2C(NC(NC2=CC=C1OC)=O)C (3,4-dihydro-5,6-dimethoxy-4-methyl-2(1H)quinazolinone), C1(CCCCC1)C1=NC(NC2=CC=C(C(=C12)OC)OC)=O (4-cyclohexyl-5,6-dimethoxy-2(1H)quinazolinone), COC1=C2C(NC(NC2=CC=C1OC)=O)C(C)C (3,4-dihydro-5,6-dimethoxy-4-isopropyl-2(1H)quinazolinone), C1(CCCCC1)C1NC(NC2=CC=C(C(=C12)OC)OC)=O (3,4-dihydro-4-cyclohexyl-5,6-dimethoxy-2(1H)quinazolinone), COC1=C2C(=NC(NC2=CC=C1OC)=O)C(C)C (5,6-dimethoxy-4-isopropyl-2(1H)quinazolinone). The product is COC1=C2C(=NC(NC2=CC=C1OC)=O)C (5,6-Dimethoxy-4-methyl-2(1H)quinazolinone). As a reaction SMILES: [CH3:1][O:2][C:3]1[C:12]([O:13][CH3:14])=[CH:11][CH:10]=[C:9]2[C:4]=1[CH:5]([C:16](F)(F)F)[NH:6][C:7](=[O:15])[NH:8]2.COC1C(OC)=CC=C2C=1C(C(C)C)NC(=O)N2.C1(C2C3C(=CC=C(OC)C=3OC)NC(=O)N2)CCCCC1.COC1C(OC)=CC=C2C=1C(C)NC(=O)N2.COC1C(OC)=CC=C2C=1C(C(F)(F)F)=NC(=O)N2.COC1C(OC)=CC=C2C=1C(C(C)C)=NC(=O)N2.C1(C2C3C(=CC=C(OC)C=3OC)NC(=O)N=2)CCCCC1>>[CH3:1][O:2][C:3]1[C:12]([O:13][CH3:14])=[CH:11][CH:10]=[C:9]2[C:4]=1[C:5]([CH3:16])=[N:6][C:7](=[O:15])[NH:8]2. Procedure details: When in the above procedure 3,4-dihydro-5,6-dimethoxy-4-trifluoromethyl-2(1H)quinazolinone, 3,4-dihydro-5,6-dimethoxy-4-isopropyl-2(1H)quinazolinone and 3,4-dihydro-4-cyclohexyl-5,6-dimethoxy-2(1H)quinazolinone are employed in place of 3,4-dihydro-5,6-dimethoxy-4-methyl-2(1H)quinazolinone the corresponding 5,6-dimethoxy-4-trifluoromethyl-2(1H)quinazolinone, 5,6-dimethoxy-4-isopropyl-2(1H)quinazolinone and 4-cyclohexyl-5,6-dimethoxy-2(1H)quinazolinone are obtained. Reactants: NCC(CP(OCC)(=O)C(OCC)OCC)O (ethyl 3-amino-2-hydroxy-propyl(diethoxymethyl)phosphinate), [OH-].[Na+] (sodium hydroxide). Solvent: C(C)O (ethanol), O (water). The product is NCC(CP(O)(=O)C(OCC)OCC)O (3-amino-2-hydroxy-propyl(diethoxymethyl)phosphinic acid). Reaction SMILES: [NH2:1][CH2:2][CH:3]([OH:17])[CH2:4][P:5]([CH:10]([O:14][CH2:15][CH3:16])[O:11][CH2:12][CH3:13])(=[O:9])[O:6]CC.[OH-].[Na+]>C(O)C.O>[NH2:1][CH2:2][CH:3]([OH:17])[CH2:4][P:5]([CH:10]([O:11][CH2:12][CH3:13])[O:14][CH2:15][CH3:16])(=[O:6])[OH:9] |f:1.2|. Reported procedure: 0.5 g of ethyl 3-amino-2-hydroxy-propyl(diethoxymethyl)phosphinate is dissolved in 5 ml of ethanol and this solution is added to a solution of 0.14 g of sodium hydroxide in 2 ml of water. This mixture is then heated to 60° for a period of 3 hours, cooled to room temperature and the solvent evaporated under reduced pressure. The oily residue is passed downan Ion Exchange Resin (DOWEX® 50W-X8 H+) using de-ionised water aseluant. Ninhydrin-positive fractions are combined and evaporated to give 3-am... The reactants are C(C)(C)(C)C1=NC(=NC(=C1F)SC)C1=CNC2=NC=C(C=C21)Cl (3-(tert-butyl-5-fluoro-6-(methylthio)pyrimidin-2-yl)-5-chloro-1H-pyrrolo[2,3-b]pyridine), C(C)(C)(C)C1=NC(=NC(=C1F)SC)C1=CNC2=NC=C(C=C21)Cl (3-(tert-butyl-5-fluoro-6-(methylthio)pyrimidin-2-yl)-5-chloro-1H-pyrrolo[2,3-b]pyridine), C1=CC(=CC(=C1)Cl)C(=O)OO (mCPBA). The solvent is C(Cl)Cl (CH2Cl2), C(=O)(O)[O-].[Na+] (NaHCO3), C(Cl)Cl (CH2Cl2). Conditions: time 1 hour. The product is C(C)(C)(C)C1=NC(=NC(=C1F)S(=O)C)C1=CNC2=NC=C(C=C21)Cl (3-(tert-butyl-5-fluoro-6-(methylsulfinyl)pyrimidin-2-yl)-5-chloro-1H-pyrrolo[2,3-b]pyridine). RXN SMILES: [C:1]([C:5]1[C:10]([F:11])=[C:9]([S:12][CH3:13])[N:8]=[C:7]([C:14]2[C:22]3[C:17](=[N:18][CH:19]=[C:20]([Cl:23])[CH:21]=3)[NH:16][CH:15]=2)[N:6]=1)([CH3:4])([CH3:3])[CH3:2].C1C=C(Cl)C=C(C(OO)=[O:32])C=1>C(Cl)Cl.C([O-])(O)=O.[Na+]>[C:1]([C:5]1[C:10]([F:11])=[C:9]([S:12]([CH3:13])=[O:32])[N:8]=[C:7]([C:14]2[C:22]3[C:17](=[N:18][CH:19]=[C:20]([Cl:23])[CH:21]=3)[NH:16][CH:15]=2)[N:6]=1)([CH3:4])([CH3:2])[CH3:3] |f:3.4|. Procedure details: To the solution of 3-(tert-butyl-5-fluoro-6-(methylthio)pyrimidin-2-yl)-5-chloro-1H-pyrrolo[2,3-b]pyridine, 40b, (0.05 g, 0.11 mmol) in CH2Cl2 (3.4 mL) was added mCPBA (0.02 g, 0.11 mmol). The reaction mixture was stirred for 1 h. The reaction mixture was diluted with CH2Cl2 (10 mL) and saturated NaHCO3 solution (5 mL). The aqueous layer was extracted with CH2Cl2 (10 mL). The combined organic phases were washed again with aqueous saturated NaHCO3 solution, dried over Na2SO4, filtered and concent... Reactants: CC#N, Clc1cccnc1N1CCc2c(Cl)ncnc2C1, CC(C)(C#N)c1ccc(N)cc1. The product is CC(C)(C#N)c1ccc(Nc2ncnc3c2CCN(c2ncccc2Cl)C3)cc1. Reaction SMILES: [CH3:31][C:32]#[N:33].[Cl:1][c:2]1[c:3]2[c:4]([n:5][cH:6][n:7]1)[CH2:8][N:9]([c:12]1[n:13][cH:14][cH:15][cH:16][c:17]1[Cl:18])[CH2:10][CH2:11]2.[NH2:19][c:20]1[cH:21][cH:22][c:23]([C:26]([C:27]#[N:28])([CH3:29])[CH3:30])[cH:24][cH:25]1>>[c:2]1([NH:19][c:20]2[cH:21][cH:22][c:23]([C:26]([C:27]#[N:28])([CH3:29])[CH3:30])[cH:24][cH:25]2)[c:3]2[c:4]([n:5][cH:6][n:7]1)[CH2:8][N:9]([c:12]1[n:13][cH:14][cH:15][cH:16][c:17]1[Cl:18])[CH2:10][CH2:11]2. Reactants: Cl.O\N=C(/C(=O)OCC)\C=1N=C(SC1)NC(C1=CC=CC=C1)(C1=CC=CC=C1)C1=CC=CC=C1 (Ethyl (Z)-2-(hydroxyimino)-2-(2-tritylaminothiazol-4-yl)acetate hydrochloride), C1(CCCCC1)CBr (cyclohexylmethyl bromide). The solvent is C(=O)O (formic acid). The product is NC=1SC=C(N1)/C(/C(=O)OCC)=N/OCC1CCCCC1 (Ethyl 2-(2-aminothiazol-4-yl)-(Z)-2-(cyclohexylmethoxyimino)acetate). The yield is 62.0%. Reaction SMILES: Cl.[OH:2]/[N:3]=[C:4](/[C:10]1[N:11]=[C:12]([NH:15]C(C2C=CC=CC=2)(C2C=CC=CC=2)C2C=CC=CC=2)[S:13][CH:14]=1)\[C:5]([O:7][CH2:8][CH3:9])=[O:6].[CH:35]1([CH2:41]Br)[CH2:40][CH2:39][CH2:38][CH2:37][CH2:36]1>C(O)=O>[NH2:15][C:12]1[S:13][CH:14]=[C:10](/[C:4](=[N:3]/[O:2][CH2:41][CH:35]2[CH2:40][CH2:39][CH2:38][CH2:37][CH2:36]2)/[C:5]([O:7][CH2:8][CH3:9])=[O:6])[N:11]=1 |f:0.1|. Procedure: Ethyl (Z)-2-(hydroxyimino)-2-(2-tritylaminothiazol-4-yl)acetate hydrochloride (3.08 g) was reacted with cyclohexylmethyl bromide as described in Example 5a. The product was deprotected with formic acid as described in Example 1a. Crystallisation from cyclohexane/hexane gave the title compound as a white solid (1.2 g, 62%), m.p. 107.0°-107.5° C. [Found: C: 54.21; H: 6.58; N: 13.31. C14H21N3O3S requires C: 54.00; H: 6.80; N: 13.49%]. νmax (CHCl3) 3400, 2920, 1730, 1600 cm-1 ; δH (CDCl3) 1.0 (2H, m...